Dataset: the Open Reaction Database (ORD), a public repository of structured organic reaction records. Task: describe an organic reaction: reactants, conditions, products, and yield The reactants are CN1N=C(C=C1N)C (2,5-dimethyl-2H-pyrazol-3-ylamine), N1N=C(C=C1)NC(=S)N ((1H-Pyrazol-3-yl)-thiourea). Product: CN1N=C(C=C1NC(=S)N)C ((2,5-Dimethyl-2H-pyrazol-3-yl)-thiourea). RXN SMILES: [CH3:1][N:2]1[C:6]([NH2:7])=[CH:5][C:4]([CH3:8])=[N:3]1.N1C=CC([NH:14][C:15](N)=[S:16])=N1>>[CH3:1][N:2]1[C:6]([NH:7][C:15]([NH2:14])=[S:16])=[CH:5][C:4]([CH3:8])=[N:3]1. Reported procedure: This material is prepared from 2,5-dimethyl-2H-pyrazol-3-ylamine following the procedure described for (1H-pyrazol-3-yl)-thiourea (35a) The reactants are CCOC(=O)C.CCCCCC (EtOAc hexane), N1C=NC=C1 (imidazole), OCCCNC(OC(C)(C)C)=O (tert-butyl 3-hydroxypropylcarbamate), CC(C)(C)[Si](C)(C)Cl (TBDMSCl). Run in ClCCl (dichloromethane). Conditions: time 10 minute. Yields the product C(C)(C)(C)OC(NCCCO[Si](C)(C)C(C)(C)C)=O (tert-Butyl-3-(tert-butyldimethylsilyloxy)propylcarbamate). Yield: 84.2%. RXN SMILES: N1C=CN=C1.[OH:6][CH2:7][CH2:8][CH2:9][NH:10][C:11](=[O:17])[O:12][C:13]([CH3:16])([CH3:15])[CH3:14].[CH3:18][C:19]([Si:22](Cl)([CH3:24])[CH3:23])([CH3:21])[CH3:20].CCOC(C)=O.CCCCCC>ClCCl>[C:13]([O:12][C:11](=[O:17])[NH:10][CH2:9][CH2:8][CH2:7][O:6][Si:22]([C:19]([CH3:21])([CH3:20])[CH3:18])([CH3:24])[CH3:23])([CH3:14])([CH3:16])[CH3:15] |f:3.4|. Reported procedure: 11.6 g (1.3 eq.) imidazole were added to a solution of 23 g (1 eq.) tert-butyl 3-hydroxypropylcarbamate in 230 ml dichloromethane. The reaction solution was stirred for 10 min at room temperature and then cooled to 0° C. 21.79 g (1.1 eq.) TBDMSCl were added to this solution at 0° C. and on completion of the addition the mixture was stirred for 1 h at room temperature. The reaction course was monitored by thin-layer chromatography (30% EtOAc/hexane). Once the conversion was complete, the reaction...